Dataset: the Open Reaction Database (ORD), a public repository of structured organic reaction records. Task: describe an organic reaction: reactants, conditions, products, and yield Starting materials: C(CCCCCCCCCCCCCCC)N (hexadecylamine), C(CCCCCCCCCCCCCCC)N (hexadecylamine), C1C(O1)CO (glycidol), C(CCCCCCCCCCCCCCC)N (hexadecylamine), C1C(O1)CO (glycidol). Run at time 45 minute. The product is C(CCCCCCCCCCCCCCC)N.C1C(O1)CO (Hexadecylamine Glycidol). Reaction SMILES: [CH2:1]([NH2:17])[CH2:2][CH2:3][CH2:4][CH2:5][CH2:6][CH2:7][CH2:8][CH2:9][CH2:10][CH2:11][CH2:12][CH2:13][CH2:14][CH2:15][CH3:16].[CH2:18]1[O:20][CH:19]1[CH2:21][OH:22]>>[CH2:1]([NH2:17])[CH2:2][CH2:3][CH2:4][CH2:5][CH2:6][CH2:7][CH2:8][CH2:9][CH2:10][CH2:11][CH2:12][CH2:13][CH2:14][CH2:15][CH3:16].[CH2:18]1[O:20][CH:19]1[CH2:21][OH:22] |f:2.3|. Procedure details: Into a reactor fitted with a dropping funnel, a N2 gas inlet, a stirrer, a thermometer, a condenser, and a gas vent, was placed 36 g (0.15 mole) of hexadecylamine. Under a nitrogen atmosphere, glycidol (55.5 g, 0.75 mole) was added dropwise to the hexadecylamine at 150° to 160° C. Upon completion of the addition, the reaction mixture was stirred at 150° to 160° C. for an additional 45 minutes. The reaction mixture was cooled and the product removed from the flask. The product, identified as a he... Reactants: ClCCC=1N=NC2=CC=CC=C2C1Cl (3-(2-Chloroethyl)-4-chlorocinnoline), C(C1=CC=CC=C1)N (benzylamine), C1(=CC=CC=C1)O (phenol). The solvent is C(Cl)(Cl)Cl (chloroform). Product: C(C1=CC=CC=C1)N1C=CC=2N=NC=3C=CC=CC3C21 (N-Benzylpyrrolo[3,2-c]cinnoline). RXN SMILES: Cl[CH2:2][CH2:3][C:4]1[N:5]=[N:6][C:7]2[C:12]([C:13]=1Cl)=[CH:11][CH:10]=[CH:9][CH:8]=2.[CH2:15]([NH2:22])[C:16]1[CH:21]=[CH:20][CH:19]=[CH:18][CH:17]=1.C1(O)C=CC=CC=1>C(Cl)(Cl)Cl>[CH2:15]([N:22]1[C:13]2[C:12]3[CH:11]=[CH:10][CH:9]=[CH:8][C:7]=3[N:6]=[N:5][C:4]=2[CH:3]=[CH:2]1)[C:16]1[CH:21]=[CH:20][CH:19]=[CH:18][CH:17]=1. Reported procedure: 3-(2-Chloroethyl)-4-chlorocinnoline (2 g, 0.0088 mol), benzylamine (4 g, 0.037 mol) and phenol (2 g, 0.0212 mol) were heated in an oil bath at 160° for 20 hours. The reaction had not gone to completion so the temperature was raised to 190° for a further 6 hours. The reaction mixture was dissolved in chloroform (300 ml) and extracted with 2N sodium hydroxide (3×100 ml). The chloroform extracts were washed with water (100 ml), dried over magnesium sulphate, filtered and evaporated under reduced pr... Reactants: aqueous solution, [NH4+].[Cl-] (NH4Cl), [Na+].[Cl-] (NaCl), C(\C=C(/C)\CCC=C(C)C)CC(C)=O (geranylacetone), COC(OC)=O (dimethylcarbonate). Conditions: time 1 hour. The product is O=C(CC(=O)OC)CCC=C(CCC=C(C)C)C (methyl 3-oxo-7,11-dimethyl-dodeca-6,10-dienoate). Reaction SMILES: [CH2:1]([CH2:11][C:12](=[O:14])[CH3:13])/[CH:2]=[C:3](/[CH2:5][CH2:6][CH:7]=[C:8]([CH3:10])[CH3:9])\[CH3:4].[NH4+].[Cl-].[Na+].[Cl-].[CH3:19][O:20][C:21](=O)[O:22]C>>[O:14]=[C:12]([CH2:11][CH2:1][CH:2]=[C:3]([CH3:4])[CH2:5][CH2:6][CH:7]=[C:8]([CH3:9])[CH3:10])[CH2:13][C:21]([O:20][CH3:19])=[O:22] |f:1.2,3.4|. Reported procedure: The obtained mixture was heated to reflux (bath temperature 100°) then, during 1 h, there was added a solution of 0.5M of geranylacetone in 135 g (1.5M) of dimethylcarbonate, where upon the resulting reaction mixture was kept refluxing during 10 min. It was finally poured into a 10% aqueous solution of NH4Cl saturated with NaCl. An ether extraction, followed by the usual work up of the combined organic extracts and fractional distillation gave methyl 3-oxo-7,11-dimethyl-dodeca-6,10-dienoate. Reactants: ether-hexane, C(CCCCCCCCCCCCCCCCC)OC=1C=C(C=CC1)N (3-(octadecyloxy)benzenamine), BrCC(=O)OCC1=CC=CC=C1 (benzyl bromoacetate), CN(C1=CC=CC2=CC=CC(=C12)N(C)C)C (1,8-bis(dimethylamino)naphthalene), [I-].[Na+] (sodium iodide). Solvent: C(C)#N (acetonitrile), CN(C)C=O (DMF). Yields the product C1(=CC=CC=C1)COC(CN(CC(OCC1=CC=CC=C1)=O)C1=CC(=CC=C1)OCCCCCCCCCCCCCCCCCC)=O (N-[3-(octadecyloxy)phenyl]-N-[2-oxo-2-(phenylmethoxy)ethyl]glycine phenylmethyl ester). The yield is 66.5%. RXN SMILES: [CH2:1]([O:19][C:20]1[CH:21]=[C:22]([NH2:26])[CH:23]=[CH:24][CH:25]=1)[CH2:2][CH2:3][CH2:4][CH2:5][CH2:6][CH2:7][CH2:8][CH2:9][CH2:10][CH2:11][CH2:12][CH2:13][CH2:14][CH2:15][CH2:16][CH2:17][CH3:18].Br[CH2:28][C:29]([O:31][CH2:32][C:33]1[CH:38]=[CH:37][CH:36]=[CH:35][CH:34]=1)=[O:30].CN(C)[C:41]1[C:50]2[C:45](=[CH:46][CH:47]=[CH:48][C:49]=2N(C)C)C=CC=1.[I-].[Na+]>C(#N)C.CN(C=O)C>[C:33]1([CH2:32][O:31][C:29](=[O:30])[CH2:28][N:26]([C:22]2[CH:23]=[CH:24][CH:25]=[C:20]([O:19][CH2:1][CH2:2][CH2:3][CH2:4][CH2:5][CH2:6][CH2:7][CH2:8][CH2:9][CH2:10][CH2:11][CH2:12][CH2:13][CH2:14][CH2:15][CH2:16][CH2:17][CH3:18])[CH:21]=2)[CH2:28][C:29](=[O:30])[O:31][CH2:41][C:50]2[CH:45]=[CH:46][CH:47]=[CH:48][CH:49]=2)[CH:38]=[CH:37][CH:36]=[CH:35][CH:34]=1 |f:3.4|. Procedure details: A mixture of 5.5 g (0.015 mol) of 3-(octadecyloxy)benzenamine, 7.3 ml (0.046 mol) of benzyl bromoacetate, 8.2 g (0.038 mol) of 1,8-bis(dimethylamino)naphthalene, 0.64 g (4.26 mmol) of sodium iodide in 100 ml of anhydrous acetonitrile and 25 ml of anhydrous DMF was stirred at reflux under an argon atmosphere for 48 hours. The solvents were removed at reduced pressure and the residue was dissolved in ethyl acetate and washed with 0.05N HCl, with saturated NaHCO3 solution dried and concentrated at ... Starting materials: CC(=O)[O-], CC(C)=O, CC(=O)O, CC(=O)C(Cl)S(C)(=O)=O, Nc1cccc(Cl)c1, Cl, O=N[O-], [Na+], [Na+], O. Product: CS(=O)(=O)C(Cl)=NNc1cccc(Cl)c1. As a reaction SMILES: [CH3:15][C:16](=[O:17])[O-:18].[CH3:29][C:30](=[O:31])[CH3:32].[CH3:33][C:34](=[O:35])[OH:36].[Cl:19][CH:20]([C:21](=[O:22])[CH3:23])[S:24](=[O:25])(=[O:26])[CH3:27].[Cl:1][c:2]1[cH:3][c:4]([NH2:5])[cH:6][cH:7][cH:8]1.[ClH:9].[N:10]([O-:11])=[O:12].[Na+:13].[Na+:14].[OH2:28]>>[Cl:1][c:2]1[cH:3][c:4]([NH:5][N:10]=[C:20]([Cl:19])[S:24](=[O:25])(=[O:26])[CH3:27])[cH:6][cH:7][cH:8]1.